Dataset: the Open Reaction Database (ORD), a public repository of structured organic reaction records. Task: describe an organic reaction: reactants, conditions, products, and yield Reactants: ClC1=CC(=NC(=C1Cl)Cl)C(=O)[O-] (4,5,6-trichloropicolinate), C1(=CC=C(C=C1)S(=O)(=O)[O-])C.[NH+]1=CC=CC=C1 (pyridinium p-toluene sulfonate), C(C1=CC=CC=C1)O (benzyl alcohol), xylenes. Run at temperature 142.5 celsius. Yields the product ClC1=CC(=NC(=C1Cl)Cl)C(=O)OCC1=CC=CC=C1 (Benzyl 4,5,6-trichloropicolinate). RXN SMILES: [Cl:1][C:2]1[C:7]([Cl:8])=[C:6]([Cl:9])[N:5]=[C:4]([C:10]([O-:12])=[O:11])[CH:3]=1.[C:13]1([CH3:23])[CH:18]=[CH:17][C:16](S([O-])(=O)=O)=[CH:15][CH:14]=1.[NH+]1C=CC=CC=1.C(O)C1C=CC=CC=1>>[Cl:1][C:2]1[C:7]([Cl:8])=[C:6]([Cl:9])[N:5]=[C:4]([C:10]([O:12][CH2:23][C:13]2[CH:18]=[CH:17][CH:16]=[CH:15][CH:14]=2)=[O:11])[CH:3]=1 |f:1.2|. Procedure details: A 22 L round bottom flask was fitted with a thermocouple, mechanical stirrer and a Dean-Stark trap which was connected to a nitrogen bubbler. The vessel was purged with nitrogen and then 4,5,6-trichloropicolinate (2547 g, 10.07 mol), pyridinium p-toluene sulfonate (PPTS; 130 g, 0.52 mol), benzyl alcohol (2249 g, 20.8 mol) and xylenes (10278 g) were added. Stirring was started, and the pot was heated to 140 to 145° C. The xylenes/water azeotrope was collected in the Dean-Stark trap over about 5 h... Reactants: C(C)(C)(C)OC(=O)N1[C@@H](C[C@@H](C1)COC1=CC(=CC=C1)Cl)C(=O)OC(C)(C)C ((2S,4S)-4-(3-chloro-phenoxymethyl)-pyrrolidine-1,2-dicarboxylic acid di-tert-butyl ester). Solvent: Cl (hydrogen chloride), O1CCOCC1 (dioxane). Reaction conditions: time 18 hour. The product is ClC=1C=C(OC[C@H]2C[C@H](NC2)C(=O)O)C=CC1 ((2S,4S)-4-(3-chloro-phenoxymethyl)-pyrrolidine-2-carboxylic acid), hydrochloride salt. The yield is 27.0%. Reaction SMILES: C(OC([N:8]1[CH2:12][C@@H:11]([CH2:13][O:14][C:15]2[CH:20]=[CH:19][CH:18]=[C:17]([Cl:21])[CH:16]=2)[CH2:10][C@H:9]1[C:22]([O:24]C(C)(C)C)=[O:23])=O)(C)(C)C>Cl.O1CCOCC1>[Cl:21][C:17]1[CH:16]=[C:15]([CH:20]=[CH:19][CH:18]=1)[O:14][CH2:13][C@@H:11]1[CH2:12][NH:8][C@H:9]([C:22]([OH:24])=[O:23])[CH2:10]1. Procedure details: (2S,4S)-4-(3-chloro-phenoxymethyl)-pyrrolidine-1,2-dicarboxylic acid di-tert-butyl ester (Preparation 46, 67 mg, 0.16 mmol) was dissolved in a solution of anhydrous hydrogen chloride in dioxane (4M, 5 ml) and stirred for 18 hours at room temperature. The solvent was removed under reduced pressure and the residue triturated with ethyl acetate to give the title compound as a white solid hydrochloride salt (13 mg, 27%) The reactants are C=1C=C[NH+]=CC1.[O-][Cr](=O)(=O)Cl (PCC), C(C)(C)(C)OC(=O)N1CC(C1)O (tert-butyl-3-hydroxyazetidine-1-carboxylate). Solvent: C(Cl)Cl (DCM). Reaction conditions: time 14 hour. Yields the product O=C1CN(C1)C(=O)OC(C)(C)C (tert-butyl 3-oxoazetidine-1-carboxylate). The yield is 20.0%. RXN SMILES: C1C=C[NH+]=CC=1.[O-][Cr](Cl)(=O)=O.[C:12]([O:16][C:17]([N:19]1[CH2:22][CH:21]([OH:23])[CH2:20]1)=[O:18])([CH3:15])([CH3:14])[CH3:13]>C(Cl)Cl>[O:23]=[C:21]1[CH2:22][N:19]([C:17]([O:16][C:12]([CH3:15])([CH3:14])[CH3:13])=[O:18])[CH2:20]1 |f:0.1|. Reported procedure: PCC (4.94 g, 22.8 mmol) was added portion wise to a stirred solution of tert-butyl-3-hydroxyazetidine-1-carboxylate (3.3 g, 19 mmol) in DCM (50 mL) at 20-35° C. and the reaction mixture was stirred continuously at the same temperature for 12-16 h. The reaction mixture was filtered and the filtrate was washed with water, dried over anhydrous sodium sulphate and concentrated under reduced pressure to afford the crude product, which was purified by column chromatography (using 60-120 silica gel and...